Dataset: the Open Reaction Database (ORD), a public repository of structured organic reaction records. Task: describe an organic reaction: reactants, conditions, products, and yield The product is Clc1cc(Nn2c3ccccc3c3ccccc32)ncn1. RXN SMILES: [CH3:1][N:2]1[CH2:3][CH2:4][CH2:5][C:6]1=[O:7].[Cl:22][c:23]1[n:24][cH:25][n:26][c:27]([Cl:29])[cH:28]1.[OH2:30].[cH:8]1[cH:9][cH:10][cH:11][c:12]2[c:13]3[cH:14][cH:15][cH:16][cH:17][c:18]3[n:19]([NH2:21])[c:20]12>>[cH:8]1[cH:9][cH:10][cH:11][c:12]2[c:13]3[cH:14][cH:15][cH:16][cH:17][c:18]3[n:19]([NH:21][c:27]3[n:26][cH:25][n:24][c:23]([Cl:22])[cH:28]3)[c:20]12. Starting materials: CN1CCCC1=O, Clc1cc(Cl)ncn1, O, Nn1c2ccccc2c2ccccc21. The product is BrC(C=O)C=1C=CC=2N(C1)C=C(N2)C(=O)NC2=CC=CC=C2 (6-(1-bromo-2-oxoethyl)-N-phenylimidazo[1,2-a]pyridine-2-carboxamide). Solvent: O1CCCC1 (tetrahydrofuran), O1CCCC1 (tetrahydrofuran). Reaction SMILES: C([O:3][CH:4]=[CH:5][C:6]1[CH:7]=[CH:8][C:9]2[N:10]([CH:12]=[C:13]([C:15]([NH:17][C:18]3[CH:23]=[CH:22][CH:21]=[CH:20][CH:19]=3)=[O:16])[N:14]=2)[CH:11]=1)C.O.[Br:25]N1C(=O)CCC1=O>O1CCCC1>[Br:25][CH:5]([C:6]1[CH:7]=[CH:8][C:9]2[N:10]([CH:12]=[C:13]([C:15]([NH:17][C:18]3[CH:23]=[CH:22][CH:21]=[CH:20][CH:19]=3)=[O:16])[N:14]=2)[CH:11]=1)[CH:4]=[O:3]. Reactants: C(C)OC=CC=1C=CC=2N(C1)C=C(N2)C(=O)NC2=CC=CC=C2 (6-(2-ethoxyvinyl)-N-phenylimidazo[1,2-a]pyridine-2-carboxamide), O (water), BrN1C(CCC1=O)=O (N-bromosuccinimide). Reaction conditions: time 3 hour. Procedure details: To a solution of 168 mg of 6-(2-ethoxyvinyl)-N-phenylimidazo[1,2-a]pyridine-2-carboxamide in 5.1 mL of tetrahydrofuran are added 1.4 mL of water followed by addition, after cooling to 0° C., of a solution of 97 mg of N-bromosuccinimide in 0.7 mL of tetrahydrofuran. The reaction mixture is stirred for 3 hours at room temperature. The 6-(1-bromo-2-oxoethyl)-N-phenylimidazo[1,2-a]pyridine-2-carboxamide formed is not isolated from the reaction mixture, which is treated with 42 mg of thiourea and sti... The yield is 15.9%. Starting materials: ClC1=C(C(=CC=C1)Cl)C(C)Br (1,3-dichloro-2-(1-bromoethyl)benzene), CC(=O)C1=C(C=CC=C1)N (2-(methylcarbonyl)benzeneamine). Product: ClC1=C(C(=CC=C1)Cl)C(C)NC1=C(C=CC=C1)C(C)=O ((±)-1-[2-[[1-(2,6-dichlorophenyl)ethyl]amino]phenyl]ethanone). RXN SMILES: [Cl:1][C:2]1[CH:7]=[CH:6][CH:5]=[C:4]([Cl:8])[C:3]=1[CH:9](Br)[CH3:10].[CH3:12][C:13]([C:15]1[CH:20]=[CH:19][CH:18]=[CH:17][C:16]=1[NH2:21])=[O:14]>>[Cl:1][C:2]1[CH:7]=[CH:6][CH:5]=[C:4]([Cl:8])[C:3]=1[CH:9]([NH:21][C:16]1[CH:17]=[CH:18][CH:19]=[CH:20][C:15]=1[C:13](=[O:14])[CH3:12])[CH3:10]. Reaction conditions: temperature 100 celsius, time 8 hour. Procedure details: A mixture of 5.5 g of 1,3-dichloro-2-(1-bromoethyl)benzene and 2.9 g of 2-(methylcarbonyl)benzeneamine was stirred for 8 hours at 100° C. After cooling, the reaction mixture was purified by column chromatography (silica gel; CH2Cl2 /hexane 50:50). The eluent of the desired fraction was evaporated and the residue was triturated in hexane. The product was filtered off and dried in vacuo at 60° C., yielding 1.05 g (16.2%) of (±)-1-[2-[[1-(2,6-dichlorophenyl)ethyl]amino]phenyl]ethanone; mp. 122.8° C... Starting materials: C(C)(C)NC(COC(C)O)C (2-(isopropylamino)propoxyethanol), C=O (formaldehyde). Reagents/catalysts: [Pd] (Pd/C). The solvent is CO (methanol). Run at temperature 80 celsius. Yields the product C(C)(C)N(C)C(COC(C)O)C (2-(N-isopropyl-N-methylamino)propoxyethanol). The yield is 94.4%. Reaction SMILES: [CH:1]([NH:4][CH:5]([CH3:11])[CH2:6][O:7][CH:8]([OH:10])[CH3:9])([CH3:3])[CH3:2].[CH2:12]=O>[Pd].CO>[CH:1]([N:4]([CH:5]([CH3:11])[CH2:6][O:7][CH:8]([OH:10])[CH3:9])[CH3:12])([CH3:3])[CH3:2]. Procedure: A total of 155 g of 2-(isopropylamino)propoxyethanol, 122 g of 37% aqueous formaldehyde, 5 g of 10% Pd/C and 1 l of methanol were charged to an autoclave, pressured to 1000 psi with H2 and heated at 80° C. for 3 hours. Filtration and distillation of the reaction mixture yielded 159 g of 2-(N-isopropyl-N-methylamino)propoxyethanol with b.p. of 125° C. at 20 mm. Reaction SMILES: [NH3:24].[OH:1][c:2]1[c:3]([C:20]([O:22][CH3:21])=[O:23])[cH:4][c:5]([C:8]#[C:9][CH2:10][CH2:11][CH2:12][CH2:13][CH2:14][CH2:15][C:16]#[C:17][CH2:18][OH:19])[cH:6][cH:7]1>>[OH:1][c:2]1[c:3]([C:20](=[O:22])[NH2:24])[cH:4][c:5]([C:8]#[C:9][CH2:10][CH2:11][CH2:12][CH2:13][CH2:14][CH2:15][C:16]#[C:17][CH2:18][OH:19])[cH:6][cH:7]1. The product is NC(=O)c1cc(C#CCCCCCCC#CCO)ccc1O. Reactants: N, COC(=O)c1cc(C#CCCCCCCC#CCO)ccc1O. The reactants are ClC=1C=C(C=CC1Cl)C1=NC=CC(=C1)CO ([2-(3,4-dichloro-phenyl)-pyridine-4-yl]-methanol), S(=O)(Cl)Cl (thionyl chloride). The product is Cl.ClCC1=CC(=NC=C1)C1=CC(=C(C=C1)Cl)Cl (4-Chloromethyl-2-(3,4-dichloro-phenyl)-pyridine Hydrochloride), foam. The yield is 100.0%. As a reaction SMILES: [Cl:1][C:2]1[CH:3]=[C:4]([C:9]2[CH:14]=[C:13]([CH2:15]O)[CH:12]=[CH:11][N:10]=2)[CH:5]=[CH:6][C:7]=1[Cl:8].S(Cl)([Cl:19])=O>>[ClH:1].[Cl:19][CH2:15][C:13]1[CH:12]=[CH:11][N:10]=[C:9]([C:4]2[CH:5]=[CH:6][C:7]([Cl:8])=[C:2]([Cl:1])[CH:3]=2)[CH:14]=1 |f:2.3|. Procedure: The title compound, MS: m/e=271.0 (M+) was obtained as a light brown foam (100% yield) by the reaction of [2-(3,4-dichloro-phenyl)-pyridine-4-yl]-methanol with thionyl chloride at 20° C. for 1 h.